Dataset: the Open Reaction Database (ORD), a public repository of structured organic reaction records. Task: describe an organic reaction: reactants, conditions, products, and yield The reactants are C1CCOC1, Cl, N=C(NN=Cc1ccc(Cl)c(Cl)c1)c1ccc(S(=O)(=O)Nc2nccs2)cc1. The product is N=C(NNCc1ccc(Cl)c(Cl)c1)c1ccc(S(=O)(=O)Nc2nccs2)cc1. RXN SMILES: [CH2:30]1[O:31][CH2:32][CH2:33][CH2:34]1.[ClH:29].[s:1]1[c:2]([NH:6][S:7](=[O:8])(=[O:9])[c:10]2[cH:11][cH:12][c:13]([C:14](=[NH:15])[NH:16][N:17]=[CH:18][c:19]3[cH:20][c:21]([Cl:26])[c:22]([Cl:25])[cH:23][cH:24]3)[cH:27][cH:28]2)[n:3][cH:4][cH:5]1>>[s:1]1[c:2]([NH:6][S:7](=[O:8])(=[O:9])[c:10]2[cH:11][cH:12][c:13]([C:14](=[NH:15])[NH:16][NH:17][CH2:18][c:19]3[cH:20][c:21]([Cl:26])[c:22]([Cl:25])[cH:23][cH:24]3)[cH:27][cH:28]2)[n:3][cH:4][cH:5]1. Starting materials: C(C)(C)(C)OC(=O)N1CC(C1)(O)C=1N(C2=NC(=NC(=C2N1)N1CCOCC1)N1C(=NC2=C1C=CC=C2)CC)C (3-[2-(2-ethylbenzoimidazol-1-yl)-9-methyl-6-morpholin-4-yl-9H-purin-8-yl]-3-hydroxyazetidine-1-carboxylic acid tert-butyl ester), [H-].[Na+] (NaH), IC (iodomethane), IC (iodomethane). The solvent is C1CCOC1 (THF). Run at time 16 hour. The product is C(C)C1=NC2=C(N1C1=NC(=C3N=C(N(C3=N1)C)C1(CN(C1)C(=O)OC(C)(C)C)OC)N1CCOCC1)C=CC=C2 (tert-butyl 3-(2-(2-ethyl-1H-benzo[d]imidazol-1-yl)-9-methyl-6-morpholino-9H-purin-8-yl)-3-methoxyazetidine-1-carboxylate). The yield is 57.5%. RXN SMILES: [C:1]([O:5][C:6]([N:8]1[CH2:11][C:10]([C:13]2[N:14]([CH3:39])[C:15]3[C:20]([N:21]=2)=[C:19]([N:22]2[CH2:27][CH2:26][O:25][CH2:24][CH2:23]2)[N:18]=[C:17]([N:28]2[C:32]4[CH:33]=[CH:34][CH:35]=[CH:36][C:31]=4[N:30]=[C:29]2[CH2:37][CH3:38])[N:16]=3)([OH:12])[CH2:9]1)=[O:7])([CH3:4])([CH3:3])[CH3:2].[H-].[Na+].I[CH3:43]>C1COCC1>[CH2:37]([C:29]1[N:28]([C:17]2[N:16]=[C:15]3[C:20]([N:21]=[C:13]([C:10]4([O:12][CH3:43])[CH2:9][N:8]([C:6]([O:5][C:1]([CH3:4])([CH3:3])[CH3:2])=[O:7])[CH2:11]4)[N:14]3[CH3:39])=[C:19]([N:22]3[CH2:23][CH2:24][O:25][CH2:26][CH2:27]3)[N:18]=2)[C:32]2[CH:33]=[CH:34][CH:35]=[CH:36][C:31]=2[N:30]=1)[CH3:38] |f:1.2|. Procedure details: To a solution of 3-[2-(2-ethylbenzoimidazol-1-yl)-9-methyl-6-morpholin-4-yl-9H-purin-8-yl]-3-hydroxyazetidine-1-carboxylic acid tert-butyl ester (208 mg, 0.39 mmol) in THF (3 mL) was added NaH (19 mg, 0.47 mmol, 60% dispersion in mineral oil) and the mixture allowed to stir for 5 min before the addition of iodomethane (29 μL, 66 mg, 0.47 mmol). The resulting mixture was allowed to stir for 3.5 h before further iodomethane (29 μL, 66 mg, 0.47 mmol) was added. The mixture was stirred for 16 h then... Reactants: C(C)OP(=O)(OCC)CC(=O)OC(C)(C)C (tert-butyl diethylphosphonoacetate), C(=O)[C@@H]1CC[C@H](CC1)C1=CC=C(C(=O)OCC)C=C1 (ethyl trans-4-(4-formylcyclohexyl)benzoate), S(=O)(=O)(O)[O-].[K+] (potassium hydrogen sulfate), [H-].[Na+] (sodium hydride). Run in CN(C)C=O (DMF), CN(C)C=O (DMF). Yields the product C(C)(C)(C)OC(=O)/C=C/[C@@H]1CC[C@H](CC1)C1=CC=C(C(=O)OCC)C=C1 (ethyl trans-4-[4-((E)-2-tert-butoxycarbonylvinyl)cyclohexyl]benzoate). The yield is 80.5%. As a reaction SMILES: C(OP([CH2:9][C:10]([O:12][C:13]([CH3:16])([CH3:15])[CH3:14])=[O:11])(OCC)=O)C.[H-].[Na+].[CH:19]([C@H:21]1[CH2:26][CH2:25][C@H:24]([C:27]2[CH:37]=[CH:36][C:30]([C:31]([O:33][CH2:34][CH3:35])=[O:32])=[CH:29][CH:28]=2)[CH2:23][CH2:22]1)=O.S([O-])(O)(=O)=O.[K+]>CN(C=O)C>[C:13]([O:12][C:10](/[CH:9]=[CH:19]/[C@H:21]1[CH2:26][CH2:25][C@H:24]([C:27]2[CH:28]=[CH:29][C:30]([C:31]([O:33][CH2:34][CH3:35])=[O:32])=[CH:36][CH:37]=2)[CH2:23][CH2:22]1)=[O:11])([CH3:14])([CH3:15])[CH3:16] |f:1.2,4.5|. Procedure: 0.682 g of tert-butyl diethylphosphonoacetate (2.7 mmol, 1.1 eq.) is placed in 5 mL of DMF at 4° C. with stirring, 0.065 g of sodium hydride (2.7 mmol, 1.1 eq.) is added. After stirring for 1 hour, 0.64 g of ethyl trans-4-(4-formylcyclohexyl)benzoate (2.46 mmol, 1 eq.) dissolved in 5 mL of DMF is added dropwise. After stirring for 18 hours, 10% potassium hydrogen sulfate solution is added. The reaction medium is extracted twice with ethyl acetate. The organic phases are combined, washed twice wi... Starting materials: S(=O)(=O)(C(F)(F)F)OCC(=O)OC (TfO-CH2COOMe), C(CCC)C(C(=O)[O-])O (butylglycolate). The product is S(=O)(=O)(C(F)(F)F)OCC(=O)OCCCC (TfO-CH2COOnBu). As a reaction SMILES: [S:1]([O:8][CH2:9][C:10]([O:12][CH3:13])=[O:11])([C:4]([F:7])([F:6])[F:5])(=[O:3])=[O:2].[CH2:14]([CH:18](O)C([O-])=O)[CH2:15]CC>>[S:1]([O:8][CH2:9][C:10]([O:12][CH2:13][CH2:15][CH2:14][CH3:18])=[O:11])([C:4]([F:6])([F:7])[F:5])(=[O:3])=[O:2]. Reported procedure: Prepared in the same way as described for TfO-CH2COOMe starting with butylglycolate. Starting materials: C(C)(C)(C)OC(NC(C(=O)C1=CC=C(C=C1)I)C1=CC(=C(C=C1)Cl)Cl)=O (rac-[1-(3,4-dichloro-phenyl)-2-(4-iodo-phenyl)-2-oxo-ethyl]-carbamic acid tert-butyl ester), C(C)(C)OC=1C=C(C=CC1)B(O)O (3-isopropoxyphenylboronic acid). The product is C(C)(C)(C)OC(NC(C(=O)C1=CC=C(C=C1)C1=CC(=CC=C1)OC(C)C)C1=CC(=C(C=C1)Cl)Cl)=O (rac-[1-(3,4-Dichloro-phenyl)-2-(3′-isopropoxy-biphenyl-4-yl)-2-oxo-ethyl]-carbamic acid tert-butyl ester). RXN SMILES: [C:1]([O:5][C:6](=[O:26])[NH:7][CH:8]([C:18]1[CH:23]=[CH:22][C:21]([Cl:24])=[C:20]([Cl:25])[CH:19]=1)[C:9]([C:11]1[CH:16]=[CH:15][C:14](I)=[CH:13][CH:12]=1)=[O:10])([CH3:4])([CH3:3])[CH3:2].[CH:27]([O:30][C:31]1[CH:32]=[C:33](B(O)O)[CH:34]=[CH:35][CH:36]=1)([CH3:29])[CH3:28]>>[C:1]([O:5][C:6](=[O:26])[NH:7][CH:8]([C:18]1[CH:23]=[CH:22][C:21]([Cl:24])=[C:20]([Cl:25])[CH:19]=1)[C:9]([C:11]1[CH:16]=[CH:15][C:14]([C:35]2[CH:34]=[CH:33][CH:32]=[C:31]([O:30][CH:27]([CH3:29])[CH3:28])[CH:36]=2)=[CH:13][CH:12]=1)=[O:10])([CH3:4])([CH3:3])[CH3:2]. Procedure details: The title compound was prepared from rac-[1-(3,4-dichloro-phenyl)-2-(4-iodo-phenyl)-2-oxo-ethyl]-carbamic acid tert-butyl ester and 3-isopropoxyphenylboronic acid in analogy to Example 2b): MS (ISN): 512.3 and 514.3 (M−H)−. The reactants are C1(NCC2=CC=CC=C12)=O (2,3-dihydroisoindol-1-one), BrCC=CC1=CC=CC=C1 (3-bromo-propenyl-benzene), C(=O)([O-])[O-].[Cs+].[Cs+] (Cs2CO3), C1COCCOCCOCCOCCOCCO1 (18-crown-6). Run in CC(=O)C (acetone), C(C)(=O)OCC (ethyl acetate), CCCCCC (hexane). Run at temperature 70 celsius, time 16 hour. The product is C1(=CC=CC=C1)C(CN1C(C2=CC=CC=C2C1)=O)=C (2-(2-phenyl-allyl)-2,3-dihydro-isoindol-1-one). RXN SMILES: [C:1]1(=[O:10])[C:9]2[C:4](=[CH:5][CH:6]=[CH:7][CH:8]=2)[CH2:3][NH:2]1.BrC[CH:13]=[CH:14][C:15]1[CH:20]=[CH:19][CH:18]=[CH:17][CH:16]=1.[C:21]([O-])([O-])=O.[Cs+].[Cs+].C1OCCOCCOCCOCCOCCOC1>CC(C)=O.CCCCCC.C(OCC)(=O)C>[C:15]1([C:14](=[CH2:13])[CH2:21][N:2]2[CH2:3][C:4]3[C:9](=[CH:8][CH:7]=[CH:6][CH:5]=3)[C:1]2=[O:10])[CH:16]=[CH:17][CH:18]=[CH:19][CH:20]=1 |f:2.3.4|. Reported procedure: A mixture of 2,3-dihydroisoindol-1-one (0.066 g, 0.5 mmol), 3-bromo-propenyl-benzene (0.118 g, 0.6 mmol), Cs2CO3 (0.408 g, 1.25 mmol), and 18-crown-6 (0.013 g, 0.05 mmol) in acetone (3 mL) was stirred at 70° C. for 16 h. Workup and silica gel column chromatography using 30% ethyl acetate in hexane afforded 2-(2-phenyl-allyl)-2,3-dihydro-isoindol-1-one. 1H NMR (300 MHz, CDCl3): δ (ppm) 4.42 (m, 4H), 6.22 (m, 1H), 6.60 (d, 1H), 7.22-7.60 (m, 8H), 7.88 (d, 1H). GC-MS: m/z 249 (M)+. Starting materials: CCOC(=O)NN, CO, O=C1c2ccc(F)cc2CC1c1ccc(F)cc1, O=S(=O)(O)O. Product: CCOC(=O)NN=C1c2ccc(F)cc2CC1c1ccc(F)cc1. Reaction SMILES: [C:19]([NH:20][NH2:21])(=[O:22])[O:23][CH2:24][CH3:25].[CH3:31][OH:32].[F:1][c:2]1[cH:3][c:4]2[c:8]([cH:9][cH:10]1)[C:7](=[O:11])[CH:6]([c:12]1[cH:13][cH:14][c:15]([F:18])[cH:16][cH:17]1)[CH2:5]2.[S:26](=[O:27])(=[O:28])([OH:29])[OH:30]>>[F:1][c:2]1[cH:3][c:4]2[c:8]([cH:9][cH:10]1)[C:7](=[N:21][NH:20][C:19](=[O:22])[O:23][CH2:24][CH3:25])[CH:6]([c:12]1[cH:13][cH:14][c:15]([F:18])[cH:16][cH:17]1)[CH2:5]2. Reactants: C1=CC=CC=2C3=CC=CC=C3CC12 (fluorene), C[Li] (methyllithium), Cl (HCl), CN(C=C1C=CC=C1)C (6-(dimethyl)aminofulvene). Solvent: C1CCOC1 (THF), C1CCOC1 (THF). Reaction conditions: time 2 hour. Product: cyclopentadienyl, C1(=CC=CC=2C3=CC=CC=C3CC12)C(C)C1C=CC=C1 ((fluorenyl)(cyclopentadienyl)(methyl)methane). Reaction SMILES: [CH:1]1[C:13]2[CH2:12][C:11]3[C:6](=[CH:7][CH:8]=[CH:9][CH:10]=3)[C:5]=2[CH:4]=[CH:3][CH:2]=1.CN(C)[CH:16]=[C:17]1[CH:21]=[CH:20][CH:19]=[CH:18]1.[CH3:23][Li].Cl>C1COCC1>[C:1]1([CH:16]([CH:17]2[CH:21]=[CH:20][CH:19]=[CH:18]2)[CH3:23])[C:13]2[CH2:12][C:11]3[C:6](=[CH:7][CH:8]=[CH:9][CH:10]=3)[C:5]=2[CH:4]=[CH:3][CH:2]=1. Procedure: The cyclopentadienyl-type ligand, (fluorenyl)(cyclopentadienyl)(methyl)methane was prepared as follows. A solution of 5.0 g fluorene (0.030 mole) was treated with 0.030 mole n-butylithium in 200 mL THF and stirred for two hours at room temperature. Then 0.030 mole 6-(dimethyl)aminofulvene was added and the mixture was stirred for five hours. The deep red solution was then reacted with 0.060 mole methyllithium and the mixture was refluxed for 8 to 10 hours to form a dianion. The reaction product ... Starting materials: C(C)(=O)NNC(C1=C(C=C(C=C1)Br)OC)=O (N′-Acetyl-4-bromo-2-methoxybenzohydrazide), CC[N+](CC)(CC)S(=O)(=O)N=C([O-])OC (Burgess' Reagent). Solvent: C1CCOC1 (THF), [Cl-].[Na+].O (brine). The product is BrC1=CC(=C(C=C1)C=1OC(=NN1)C)OC (2-(4-Bromo-2-methoxyphenyl)-5-methyl-1,3,4-oxadiazole). Run at temperature 120 celsius, time 30 minute. As a reaction SMILES: [C:1]([NH:4][NH:5][C:6](=[O:16])[C:7]1[CH:12]=[CH:11][C:10]([Br:13])=[CH:9][C:8]=1[O:14][CH3:15])(=O)[CH3:2].CC[N+](S(N=C(OC)[O-])(=O)=O)(CC)CC>C1COCC1.[Cl-].[Na+].O>[Br:13][C:10]1[CH:11]=[CH:12][C:7]([C:6]2[O:16][C:1]([CH3:2])=[N:4][N:5]=2)=[C:8]([O:14][CH3:15])[CH:9]=1 |f:3.4.5|. Procedure: N′-Acetyl-4-bromo-2-methoxybenzohydrazide (720 mg, 2.51 mmol) and Burgess' Reagent (896 mg, 3.76 mmol) were dissolved in 10 ml of THF and stirred in the microwave at 120° C. for 30 minutes. The reaction was diluted with brine and extracted three times with EtOAc. Organics were combined, dried over sodium sulfate, and concentrated under reduced pressure to a yellow oil. Chromatography on silica gel (0-50% EtOAc/DCM) gave a yellow solid (465 mg, 1.73 mmol, 69%). Yield: 68.9%. The reactants are NC1=C(C(=NN1)C)C1=C(C=C(C=C1C)Cl)C (5-amino-4-(4-chloro-2,6-dimethylphenyl)-3-methylpyrazole), C(CC(=O)C)(=O)OCC (ethyl acetoacetate). The solvent is C(C)(=O)O (acetic acid). Conditions: temperature 130 celsius, time 1 hour. The product is OC1=CC(=NC=2N1N=C(C2C2=C(C=C(C=C2C)Cl)C)C)C (7-Hydroxy-2,5-dimethyl-3-(4-chloro-2,6-dimethylphenyl)-pyrazolo [1,5-a]pyrimidine). Reaction SMILES: [NH2:1][C:2]1[NH:6][N:5]=[C:4]([CH3:7])[C:3]=1[C:8]1[C:13]([CH3:14])=[CH:12][C:11]([Cl:15])=[CH:10][C:9]=1[CH3:16].[C:17](OCC)(=[O:22])[CH2:18][C:19]([CH3:21])=O>C(O)(=O)C>[OH:22][C:17]1[N:6]2[N:5]=[C:4]([CH3:7])[C:3]([C:8]3[C:13]([CH3:14])=[CH:12][C:11]([Cl:15])=[CH:10][C:9]=3[CH3:16])=[C:2]2[N:1]=[C:19]([CH3:21])[CH:18]=1. Reported procedure: Dissolve 5-amino-4-(4-chloro-2,6-dimethylphenyl)-3-methylpyrazole in 20 mL glacial acetic acid at ambient temperature, and add ethyl acetoacetate (2.0 mL, 1.99 g). Heat to reflux (130° C.) under N2 overnight. Evaporate down to concentrate and add 200 mL Et2O to precipitate out product. Stir at ambient temperature for 1 hour, then filter and wash the resulting white solid (1.25 g) with copious amounts of Et2O. LCMS=302.2 (MH+); 300.2 (M−).